This data is from the Open Reaction Database (ORD), a public repository of structured organic reaction records. The task is: describe an organic reaction: reactants, conditions, products, and yield The reactants are OCC1(NC(N(C1)C)=O)C (4-(hydroxymethyl)-1,4-dimethylimidazolidin-2-one), C(C)(C)(C)OCl (tert-Butylhypochlorite). The solvent is CO (methanol). Reaction conditions: time 30 minute. Product: ClN1C(N(CC1(C)CO)C)=O (3-chloro-4-(hydroxymethyl)-1,4-dimethylimidazolidin-2-one). The yield is 54.7%. As a reaction SMILES: [OH:1][CH2:2][C:3]1([CH3:10])[CH2:7][N:6]([CH3:8])[C:5](=[O:9])[NH:4]1.C(O[Cl:16])(C)(C)C>CO>[Cl:16][N:4]1[C:3]([CH2:2][OH:1])([CH3:10])[CH2:7][N:6]([CH3:8])[C:5]1=[O:9]. Procedure details: A solution of 4-(hydroxymethyl)-1,4-dimethylimidazolidin-2-one (250 mg, 1.72 mmol) in methanol (2.5 ml) was cooled to 0° C. tert-Butylhypochlorite (236 ul, 2.1 mmol) was added. The resulting solution was stirred for 30 minutes, then concentrated under reduced pressure to a crude residue. The crude material was purified by column chromatography (1 to 12% methanol in dichloromethane) to give the desired product as a white solid (168 mg, 0.941 mmol, 54%). 1H NMR (400 MHz, D2O) δ 1.16 (s, 3H), 2.74 ...